Dataset: the Open Reaction Database (ORD), a public repository of structured organic reaction records. Task: describe an organic reaction: reactants, conditions, products, and yield Reactants: [Al+3], CCOC(=O)CC(c1ccc(C(F)(F)F)cc1)c1c[nH]c2c(CSC)cccc12, Cl, [H-], [H-], [H-], [H-], [Li+], C1CCOC1. Yields the product CSCc1cccc2c(C(CCO)c3ccc(C(F)(F)F)cc3)c[nH]c12. Reaction SMILES: [Al+3:31].[CH3:1][S:2][CH2:3][c:4]1[cH:5][cH:6][cH:7][c:8]2[c:9]([CH:13]([CH2:14][C:15](=[O:16])[O:17][CH2:18][CH3:19])[c:20]3[cH:21][cH:22][c:23]([C:26]([F:27])([F:28])[F:29])[cH:24][cH:25]3)[cH:10][nH:11][c:12]12.[ClH:36].[H-:30].[H-:33].[H-:34].[H-:35].[Li+:32].[O:37]1[CH2:38][CH2:39][CH2:40][CH2:41]1>>[CH3:1][S:2][CH2:3][c:4]1[cH:5][cH:6][cH:7][c:8]2[c:9]([CH:13]([CH2:14][CH2:15][OH:16])[c:20]3[cH:21][cH:22][c:23]([C:26]([F:27])([F:28])[F:29])[cH:24][cH:25]3)[cH:10][nH:11][c:12]12. Starting materials: C(C1=CC=CC=C1)=CC(C(=O)O)=O (Benzalpyruvic acid), [H][H] (hydrogen), unsaturated acid. The reagents and catalysts are [PdH2] (Palladium Hydride). The solvent is C(C)O (ethanol). Conditions: time 2 hour. Yields the product C1(=CC=CC=C1)CCC(C(=O)O)=O (4-Phenyl-2-Ketobutanoic Acid). Reaction SMILES: [CH:1](=[CH:8][C:9](=[O:13])[C:10]([OH:12])=[O:11])[C:2]1[CH:7]=[CH:6][CH:5]=[CH:4][CH:3]=1.[H][H]>C(O)C.[PdH2]>[C:2]1([CH2:1][CH2:8][C:9](=[O:13])[C:10]([OH:12])=[O:11])[CH:7]=[CH:6][CH:5]=[CH:4][CH:3]=1. Procedure details: Benzalpyruvic acid (2-oxo-4-phenyl-3-butenoic acid) prepared as in step B of Example 2 (26.4 g, 0.15 mol) was dissolved in 150 ml ethanol. The catalyst from Example 1 was then added to the unsaturated acid. The reactor was pressurized to 10 psi with hydrogen and aged with good agitation for two hours. The catalyst was then removed by filtration and the titled product isolated in quantitative yield following vacuum concentration. 1H NMR (CDCl3, DMSO-d6) δ: 3.9 (m, 4H), 7.3 (s, 5H), 10.9 (s, 1H). ...